Dataset: the Open Reaction Database (ORD), a public repository of structured organic reaction records. Task: describe an organic reaction: reactants, conditions, products, and yield Starting materials: C(=O)(O)CC=1C(=C(C(C(=O)O)=C(C1F)F)C(=O)O)F (4-carboxymethyl-3,5,6-trifluorophthalic acid). Run in CS(=O)C (dimethyl sulfoxide). The product is CC=1C(=C(C(=O)O)C=C(C1F)F)F (3-methyl-2,4,5-trifluorobenzoic acid). RXN SMILES: C([CH2:4][C:5]1[C:6]([F:19])=[C:7]([C:16]([OH:18])=[O:17])[C:8](=[C:12]([F:15])[C:13]=1[F:14])C(O)=O)(O)=O>CS(C)=O>[CH3:4][C:5]1[C:6]([F:19])=[C:7]([CH:8]=[C:12]([F:15])[C:13]=1[F:14])[C:16]([OH:18])=[O:17]. Reported procedure: The thus obtained 4-carboxymethyl-3,5,6-trifluorophthalic acid is heated in dimethyl sulfoxide in the presence of a base to give 3-methyl-2,4,5-trifluorobenzoic acid. The reactants are C#CC(C)(C)C, O=Cc1ccc(F)cc1. Yields the product CC(C)(C)C=CC(O)c1ccc(F)cc1. As a reaction SMILES: [CH3:1][C:2]([C:3]#[CH:4])([CH3:5])[CH3:6].[F:7][c:8]1[cH:9][cH:10][c:11]([CH:12]=[O:13])[cH:14][cH:15]1>>[CH3:1][C:2]([CH:3]=[CH:4][CH:12]([c:11]1[cH:10][cH:9][c:8]([F:7])[cH:15][cH:14]1)[OH:13])([CH3:5])[CH3:6]. The reactants are OC1=C(C=C(CC2N(CCC3=CC(=C(C=C23)OC)OC)CC(=O)NCC2=CC=CC=C2)C=C1)OC (2-[1-(4-hydroxy-3-methoxy-benzyl)-6,7-dimethoxy-3,4-dihydro-1H-isoquinolin-2-yl]-N-benzyl-acetamide), C1(CC1)CBr (cyclopropyl-methyl bromide). Product: C1(CC1)COC1=C(C=C(CC2N(CCC3=CC(=C(C=C23)OC)OC)CC(=O)NCC2=CC=CC=C2)C=C1)OC (2-[1-(4-(cyclopropyl-methoxy)-3-methoxy-benzyl)-6,7-dimethoxy-3,4-dihydro-1H-isoquinolin-2-yl]-N-benzyl-acetamide). RXN SMILES: [OH:1][C:2]1[CH:33]=[CH:32][C:5]([CH2:6][CH:7]2[C:16]3[C:11](=[CH:12][C:13]([O:19][CH3:20])=[C:14]([O:17][CH3:18])[CH:15]=3)[CH2:10][CH2:9][N:8]2[CH2:21][C:22]([NH:24][CH2:25][C:26]2[CH:31]=[CH:30][CH:29]=[CH:28][CH:27]=2)=[O:23])=[CH:4][C:3]=1[O:34][CH3:35].[CH:36]1([CH2:39]Br)[CH2:38][CH2:37]1>>[CH:36]1([CH2:39][O:1][C:2]2[CH:33]=[CH:32][C:5]([CH2:6][CH:7]3[C:16]4[C:11](=[CH:12][C:13]([O:19][CH3:20])=[C:14]([O:17][CH3:18])[CH:15]=4)[CH2:10][CH2:9][N:8]3[CH2:21][C:22]([NH:24][CH2:25][C:26]3[CH:31]=[CH:30][CH:29]=[CH:28][CH:27]=3)=[O:23])=[CH:4][C:3]=2[O:34][CH3:35])[CH2:38][CH2:37]1. Procedure: prepared by reaction of 2-[1-(4-hydroxy-3-methoxy-benzyl)-6,7-dimethoxy-3,4-dihydro-1H-isoquinolin-2-yl]-N-benzyl-acetamide with cyclopropyl-methyl bromide Reactants: C(C)N(C1=CC=C2C=C(C(OC2=C1)=O)C(=O)OCC)CC (Ethyl 7-diethylaminocoumarin-3-carboxylate), [OH-].[Na+] (NaOH). Solvent: CO (MeOH). The product is C(C)N(C1=CC=C2C=C(C(OC2=C1)=O)C(=O)O)CC (7-diethylaminocoumarin-3-carboxylic acid). Isolated yield 89.9%. RXN SMILES: [CH2:1]([N:3]([CH2:20][CH3:21])[C:4]1[CH:13]=[C:12]2[C:7]([CH:8]=[C:9]([C:15]([O:17]CC)=[O:16])[C:10](=[O:14])[O:11]2)=[CH:6][CH:5]=1)[CH3:2].[OH-].[Na+]>CO>[CH2:20]([N:3]([CH2:1][CH3:2])[C:4]1[CH:13]=[C:12]2[C:7]([CH:8]=[C:9]([C:15]([OH:17])=[O:16])[C:10](=[O:14])[O:11]2)=[CH:6][CH:5]=1)[CH3:21] |f:1.2|. Procedure details: --A solution of the ester 1 (11.6g, 40 mmol) in MeOH (100 ml) was heated under reflux and 0.5 M aq. NaOH (100 ml) was added rapidly. A yellow solid precipitated within 5 min and the mixture was cooled and acidified with 2 M aq. HCl to give an orange solid which was filtered and washed with 2 M aq. HCl, then with water until neutral and finally with MeOH (50 ml), and dried in vacuo to give the acid 2 (9.4 g) A sample recrystallised from MeOH-diisopropyl ether as orange laths, m.p. 231-232° C. (li... The reactants are COC1=C(CN2C(C3(CC3)C(C2)C(=O)O)=O)C=CC(=C1)OC (5-(2,4-dimethoxybenzyl)-4-oxo-5-azaspiro[2.4]heptane-7-carboxylic acid), C1(=CC=CC=C1)OC (anisole), FC(C(=O)O)(F)F (trifluoroacetic acid). Conditions: temperature 80 celsius, time 4 hour. Yields the product O=C1C2(CC2)C(CN1)C(=O)O (4-Oxo-5-azaspiro[2.4]heptane-7-carboxylic acid). The yield is 76.2%. As a reaction SMILES: COC1C=C(OC)C=CC=1C[N:6]1[CH2:12][CH:11]([C:13]([OH:15])=[O:14])[C:8]2([CH2:10][CH2:9]2)[C:7]1=[O:16].C1(OC)C=CC=CC=1.FC(F)(F)C(O)=O>>[O:16]=[C:7]1[NH:6][CH2:12][CH:11]([C:13]([OH:15])=[O:14])[C:8]21[CH2:9][CH2:10]2. Reported procedure: To an optically active compound of 5-(2,4-dimethoxybenzyl)-4-oxo-5-azaspiro[2.4]heptane-7-carboxylic acid (372 mg) were sequentially added anisole (159 μl) and trifluoroacetic acid (5.6 ml) at room temperature, and the mixture was stirred at 80° C. for 4 hours. This reaction mixture was concentrated under reduced pressure, and diisopropyl ether (10 ml) was added thereto. The precipitated solid was collected by filtration to give the titled compound (144 mg).